From a dataset of the Open Reaction Database (ORD), a public repository of structured organic reaction records. describe an organic reaction: reactants, conditions, products, and yield Reactants: C(C=C)(=O)OCCC1OCCN1 (oxazolidinylethyl acrylate), C(C(=C)C)(=O)OCCN1C(OCC1)(CCC)C (beta-methacryloxyethyl-2-methyl-2-propyloxazolidine), CC1(OCCN1)C (2,2-dimethyloxazolidine), C(=C)(C)C=1OCCN1 (2-isopropenyl-2-oxazoline), C(C=C)(=O)OCCOCCN1COCC1 (N-2-(2-acryloxyethoxy)ethyl-oxazolidine), C(C=C)(=O)OCCOCCN1COC(C1)C (N-2-(2-acryloxyethoxy)ethyl-5-methyl-oxazolidine), C(C(=C)C)(=O)OCCOCCN1C(OCC1)C1=CC=CC=C1 (3-[2-(methacryloxyethoxy)ethyl]-2-phenyl-oxazolidine), 2,2-penta-methylene-oxazolidine, C(C(=C)C)(=O)OCCOCCN1COC(C1)C (N-2-(2-methacryloxyethoxy)ethyl-5-methyl-oxazolidine), 3-(gamma-methacryl-oxypropyl)-tetrahydro-1,3-oxazine, 3-(beta -methacryloxyethyl)-2,2-penta-methylene-oxazolidine, C(C(=C)C)(=O)OCCOCCN1COCC1 (N-2-(2-methacryloxyethoxy)ethyl-oxazolidine). The product is C(C(=C)C)(=O)OCCC1OCCN1 (oxazolidinylethyl methacrylate). As a reaction SMILES: [C:1]([O:5][CH2:6][CH2:7][CH:8]1[NH:12][CH2:11][CH2:10][O:9]1)(=[O:4])[CH:2]=[CH2:3].[C:13](OCCN1CCOC1(C)CCC)(=O)C(C)=C.C(OCCOCCN1CCOC1)(=O)C=C.C(OCCOCCN1CCOC1)(=O)C(C)=C.C(OCCOCCN1CC(C)OC1)(=O)C(C)=C.C(OCCOCCN1CC(C)OC1)(=O)C=C.CC1(C)NCCO1.C(OCCOCCN1CCOC1C1C=CC=CC=1)(=O)C(C)=C.C(C1OCCN=1)(C)=C>>[C:1]([O:5][CH2:6][CH2:7][CH:8]1[NH:12][CH2:11][CH2:10][O:9]1)(=[O:4])[C:2]([CH3:13])=[CH2:3]. Procedure: oxazolidinylethyl acrylate; 3-(gamma-methacryl-oxypropyl)-tetrahydro-1,3-oxazine; 3-(beta -methacryloxyethyl)-2,2-penta-methylene-oxazolidine; 3-(beta-methacryloxyethyl-2-methyl-2-propyloxazolidine; N-2-(2-acryloxyethoxy)ethyl-oxazolidine; N-2-(2-methacryloxyethoxy)ethyl-oxazolidine; N-2-(2-methacryloxyethoxy)ethyl-5-methyl-oxazolidine; N-2-(2-acryloxyethoxy)ethyl-5-methyl-oxazolidine; 3-[2-(2-methacryloxyethoxy)ethyl)]-2,2-penta-methylene-oxazolidine; 3-[2-(2-methacryloxyethoxy)ethyl)]-2,2-dime... Reactants: FC1=CC(=C(C=C1F)F)F (2,3,5,6-tetrafluorobenzene), FC1=C(C#N)C(=C(C=C1F)F)F (2,3,5,6-tetrafluorobenzonitrile), C(#N)C1(C=O)C(C(=CC(=C1F)F)F)F (1-cyano-2,3,5,6-tetrafluorobenzaldehyde). Yields the product FC1=C(CN)C(=C(C=C1F)F)F (2,3,5,6-tetrafluorobenzylamine). RXN SMILES: FC1C(F)=CC(F)=C(F)C=1.[F:11][C:12]1[C:19]([F:20])=[CH:18][C:17]([F:21])=[C:16]([F:22])[C:13]=1[C:14]#[N:15].C(C1(C(F)=C(F)C=C(F)C1F)C=O)#N>>[F:11][C:12]1[C:19]([F:20])=[CH:18][C:17]([F:21])=[C:16]([F:22])[C:13]=1[CH2:14][NH2:15]. Procedure details: From the toluene extract, a small amount of a sample was withdrawn, and it was subjected to GC analysis. As a result of the analysis, the tetrafluoroterephthalonitrile as a raw material remained in an amount of 21.0 mol %, and tetrafluoroterephthalaldehyde was obtained in an amount of only 5.0 mol %. The amount of 2,3,5,6-tetrafluorobenzene was 0.65 mol %, the amount of 2,3,5,6-tetrafluorobenzonitrile was 0.53 mol %, and 1-cyano-2,3,5,6-tetrafluorobenzaldehyde wherein a nitrile group on only one...